From a dataset of the Open Reaction Database (ORD), a public repository of structured organic reaction records. describe an organic reaction: reactants, conditions, products, and yield The reactants are C(C)OC([C@H](CC1=CC=C(C=C1)[N+](=O)[O-])NC(C1=CC=CC=C1)=O)=O ((S)-Ethyl-2-benzoylamino-3-(4-nitrophenyl)propionate). Reagents/catalysts: [Pd] (Pd/C). The solvent is CCO (EtOH). Reaction conditions: time 8 hour. Product: C(C)OC([C@H](CC1=CC=C(C=C1)N)NC(C1=CC=CC=C1)=O)=O ((S)-Ethyl-2-benzoylamino-3-(4-aminophenyl)propionate). Yield: 65.4%. Reaction SMILES: [CH2:1]([O:3][C:4](=[O:25])[C@@H:5]([NH:16][C:17](=[O:24])[C:18]1[CH:23]=[CH:22][CH:21]=[CH:20][CH:19]=1)[CH2:6][C:7]1[CH:12]=[CH:11][C:10]([N+:13]([O-])=O)=[CH:9][CH:8]=1)[CH3:2]>CCO.[Pd]>[CH2:1]([O:3][C:4](=[O:25])[C@@H:5]([NH:16][C:17](=[O:24])[C:18]1[CH:19]=[CH:20][CH:21]=[CH:22][CH:23]=1)[CH2:6][C:7]1[CH:12]=[CH:11][C:10]([NH2:13])=[CH:9][CH:8]=1)[CH3:2]. Procedure details: (S)-Ethyl-2-benzoylamino-3-(4-nitrophenyl)propionate (0.542 g, 1.58 mmol) was dissolved with warming in EtOH (20 mL) and to the cooled solution was added 10% Pd/C (0.108 g, 20% w/w). The mixture was stirred overnight at room temperature under a balloon of H2. The mixture was filtered through a pad of celite and the filtrate was concentrated to an off-white solid and flash chromatographed (silica gel, 1:1 hexanes:EtOAc) to afford the title compound as a white solid (0.323 g, 66%). Starting materials: Cl (HCl), C(C)(C)(C)OC(=O)[C@H](C(=O)OC)CC1=CC=C(C=C1)C(F)(F)F ((S)-Methyl 2-(tert-butoxycarbonyl)-3-(4-(trifluoromethyl)phenyl)propanoate), Hexanes EtOAc, [Li+].[OH-] (LiOH). The solvent is C1CCOC1 (THF). Product: C(C)(C)(C)OC(=O)[C@H](C(=O)O)CC1=CC=C(C=C1)C(F)(F)F ((S)-2-(tert-butoxycarbonyl)-3-(4-(trifluoromethyl)phenyl)propanoic acid). Conditions: temperature 0 celsius. As a reaction SMILES: [C:1]([O:5][C:6]([C@@H:8]([CH2:13][C:14]1[CH:19]=[CH:18][C:17]([C:20]([F:23])([F:22])[F:21])=[CH:16][CH:15]=1)[C:9]([O:11]C)=[O:10])=[O:7])([CH3:4])([CH3:3])[CH3:2].[Li+].[OH-].Cl>C1COCC1>[C:1]([O:5][C:6]([C@@H:8]([CH2:13][C:14]1[CH:19]=[CH:18][C:17]([C:20]([F:21])([F:22])[F:23])=[CH:16][CH:15]=1)[C:9]([OH:11])=[O:10])=[O:7])([CH3:4])([CH3:2])[CH3:3] |f:1.2|. Procedure: (S)-Methyl 2-(tert-butoxycarbonyl)-3-(4-(trifluoromethyl)phenyl)propanoate (6.20 g, 17.9 mmol) was dissolved in THF (180 mL) and cooled to 0° C. A 0.2 M of aq. LiOH (89.3 ml, 17.9 mmol) was added dropwise and stirred 20 minutes before TLC analysis (2:1 Hexanes/EtOAc) showed no starting material. The PH of the reaction was carefully adjusted to PH=8 with 1 N HCl. The aqueous layer was washed with diethyl ether and the organics were back extracted with 1% aqueous sodium bicarbonate and the combine... Starting materials: CS(=O)(=O)OCCN(CCC1C(=O)Nc2ccccc21)C(=O)OCc1ccccc1, CN(C)C=O, [H-], [Na+], O. Yields the product O=C(OCc1ccccc1)N1CCC2(CC1)C(=O)Nc1ccccc12. Reaction SMILES: [CH2:1]([c:2]1[cH:3][cH:4][cH:5][cH:6][cH:7]1)[O:8][C:9](=[O:10])[N:11]([CH2:12][CH2:13][O:14][S:15]([CH3:16])(=[O:17])=[O:18])[CH2:19][CH2:20][CH:21]1[C:22](=[O:30])[NH:23][c:24]2[cH:25][cH:26][cH:27][cH:28][c:29]21.[CH3:34][N:35]([CH3:36])[CH:37]=[O:38].[H-:31].[Na+:32].[OH2:33]>>[CH2:1]([c:2]1[cH:3][cH:4][cH:5][cH:6][cH:7]1)[O:8][C:9](=[O:10])[N:11]1[CH2:12][CH2:13][C:21]2([CH2:20][CH2:19]1)[C:22](=[O:30])[NH:23][c:24]1[cH:25][cH:26][cH:27][cH:28][c:29]12. Starting materials: lithium anilide, [Al] (aluminum), COC1=CC=2CCC=3[C@@H]4CC[C@@H]([C@@]4(C)CCC3C2C=C1)O (3-methoxy-1,3,5(10),8-estratetraen-17β-ol), N (ammonia), [Li+].CC[O-] (lithium ethylate). The reagents and catalysts are [Pt] (platinum). The solvent is C(C)O (ethanol). The product is COC=1CC=2CC[C@H]3[C@@H]4CC[C@@H]([C@@]4(C)CC[C@@H]3C2CC1)O (3-methoxy-2,5(10)-estradien-17β-ol). As a reaction SMILES: [CH3:1][O:2][C:3]1[CH:20]=[CH:19][C:18]2[C:17]3[CH2:16][CH2:15][C@@:13]4([CH3:14])[C@@H:9]([CH2:10][CH2:11][C@@H:12]4[OH:21])[C:8]=3[CH2:7][CH2:6][C:5]=2[CH:4]=1.N.[Li+].CC[O-].[Al]>[Pt].C(O)C>[CH3:1][O:2][C:3]1[CH2:4][C:5]2[CH2:6][CH2:7][C@@H:8]3[C@@H:17]([C:18]=2[CH2:19][CH:20]=1)[CH2:16][CH2:15][C@@:13]1([CH3:14])[C@H:9]3[CH2:10][CH2:11][C@@H:12]1[OH:21] |f:2.3|. Procedure: 2.0 g. of 3-methoxy-1,3,5(10),8-estratetraen-17β-ol is electrolyzed in 200 ml. of liquid ammonia and 20 ml. of ethanol in the presence of 2 g. of lithium ethylate and 0.5 g. of lithium anilide for 3 hours in an undivided cell between an aluminum cathode and a platinum anode, with a current density of 2.5 A/cm2. After the reaction mixture has been worked up, 1.8 g. of 3-methoxy-2,5(10)-estradien-17β-ol is isolated, m.p. 110° C. Reactants: N1(CCCC1)C=1N=C(C2=C(N(C3=CC=CC=C23)CC(=O)OC(C)(C)C)N1)N1CCCC1 ((2,4-Di-1-pyrrolidinyl-9H-pyrimido[4,5-b]indol-9-yl)acetic acid, t-butyl ester), Cl (hydrochloric acid). Product: Cl.N1(CCCC1)C=1N=C(C2=C(N(C3=CC=CC=C23)CC(=O)O)N1)N1CCCC1 ((2,4-Di-1-pyrrolidinyl-9H-pyrimido[4,5-b]indol-9-yl)acetic acid, hydrochloride). Reaction SMILES: [N:1]1([C:6]2[N:7]=[C:8]([N:27]3[CH2:31][CH2:30][CH2:29][CH2:28]3)[C:9]3[C:17]4[C:12](=[CH:13][CH:14]=[CH:15][CH:16]=4)[N:11]([CH2:18][C:19]([O:21]C(C)(C)C)=[O:20])[C:10]=3[N:26]=2)[CH2:5][CH2:4][CH2:3][CH2:2]1.[ClH:32]>>[ClH:32].[N:1]1([C:6]2[N:7]=[C:8]([N:27]3[CH2:28][CH2:29][CH2:30][CH2:31]3)[C:9]3[C:17]4[C:12](=[CH:13][CH:14]=[CH:15][CH:16]=4)[N:11]([CH2:18][C:19]([OH:21])=[O:20])[C:10]=3[N:26]=2)[CH2:2][CH2:3][CH2:4][CH2:5]1 |f:2.3|. Reported procedure: A mixture of (2,4-Di-1-pyrrolidinyl-9H-pyrimido[4,5-b]indol-9-yl)acetic acid, t-butyl ester (VI, EXAMPLE 7, 2.5 g) in aqueous hydrochloric acid (1.0 M) is heated at reflux for 2 hr. The mixture is then cooled and concentrated to approximately one third of the original volume. Filtration of the resulting solid gives the title compound, mp 250-253°; NMR (CDCl3) 8.07, 7.35, 5.21, 4.10, 3.73 and 2.11 δ; IR (neat) 2925, 1736, 1627, 1608, 1568, 1445 and 1193 cm-1. The product is c1ccc(NC2CCNCC2)cc1. The reactants are CC(=O)O, Cl, Nc1ccccc1, O=C1CCNCC1, O, O, [Zn]. Reaction SMILES: [CH3:17][C:18](=[O:19])[OH:20].[ClH:2].[NH2:10][c:11]1[cH:12][cH:13][cH:14][cH:15][cH:16]1.[NH:3]1[CH2:4][CH2:5][C:6](=[O:9])[CH2:7][CH2:8]1.[OH2:1].[OH2:22].[Zn:21]>>[NH:3]1[CH2:4][CH2:5][CH:6]([NH:10][c:11]2[cH:12][cH:13][cH:14][cH:15][cH:16]2)[CH2:7][CH2:8]1. Reactants: CC=1C(=NC=CC1)CNC(C)C1=NC=CC=C1 ((3-methyl-pyridin-2-ylmethyl)-(1-pyridin-2-yl-ethyl)-amine), BrCC1=C(C#N)C=C(C=C1)OC (2-bromomethyl-5-methoxybenzonitrile), CCN(C(C)C)C(C)C (DIPEA). The solvent is CC#N (CH3CN). Yields the product COC=1C=CC(=C(C#N)C1)CN(C(C)C1=NC=CC=C1)CC1=NC=CC=C1C (5-methoxy-2-{[(3-methyl-pyridin-2-ylmethyl)-(1-pyridin-2-yl-ethyl)-amino]-methyl}-benzonitrile). As a reaction SMILES: [CH3:1][C:2]1[C:3]([CH2:8][NH:9][CH:10]([C:12]2[CH:17]=[CH:16][CH:15]=[CH:14][N:13]=2)[CH3:11])=[N:4][CH:5]=[CH:6][CH:7]=1.Br[CH2:19][C:20]1[CH:27]=[CH:26][C:25]([O:28][CH3:29])=[CH:24][C:21]=1[C:22]#[N:23].CCN(C(C)C)C(C)C>CC#N>[CH3:29][O:28][C:25]1[CH:26]=[CH:27][C:20]([CH2:19][N:9]([CH2:8][C:3]2[C:2]([CH3:1])=[CH:7][CH:6]=[CH:5][N:4]=2)[CH:10]([C:12]2[CH:17]=[CH:16][CH:15]=[CH:14][N:13]=2)[CH3:11])=[C:21]([CH:24]=1)[C:22]#[N:23]. Reported procedure: Using General Procedure A: Reaction of (3-methyl-pyridin-2-ylmethyl)-(1-pyridin-2-yl-ethyl)-amine, 2-bromomethyl-5-methoxybenzonitrile (Ando, K. et al. Bull. Chem. Soc. Jpn. 1980, 53, 2885-2890), DIPEA and KI in CH3CN gave 5-methoxy-2-{[(3-methyl-pyridin-2-ylmethyl)-(1-pyridin-2-yl-ethyl)-amino]-methyl}-benzonitrile as an orange oil. 1H NMR (CDCl3) δ 1.60 (d, 3H, J=6.9 Hz), 2.08 (s, 3H), 3.73 (d, 1H, J=15.0 Hz), 3.74 (d, 1H, J=12.3 Hz), 3.78 (s, 3H), 3.92 (d 1H, J=12.3 Hz), 3.93 (d, 1H, J=15.0 H... Starting materials: CO, COC(=O)c1c2cccc(Br)c2nn1C, [Li+], [OH-], O, O. Yields the product Cn1nc2c(Br)cccc2c1C(=O)O. As a reaction SMILES: [CH3:16][OH:17].[CH3:1][O:2][C:3](=[O:4])[c:5]1[n:6]([CH3:15])[n:7][c:8]2[c:9]([Br:14])[cH:10][cH:11][cH:12][c:13]12.[Li+:20].[OH-:19].[OH2:18].[OH2:21]>>[O:2]=[C:3]([OH:4])[c:5]1[n:6]([CH3:15])[n:7][c:8]2[c:9]([Br:14])[cH:10][cH:11][cH:12][c:13]12. Reactants: [OH-].[Na+] (Sodium hydroxide), CN(C=O)C (dimethyl formamide), OC1=CC=C(C=C1)CCC(=O)OCC (ethyl 3-(4-hydroxyphenyl)propionate), [OH-].[Na+] (Sodium hydroxide), C(C)(=O)OC1CCCCC1 (6-acetoxycyclohexane). The solvent is O (water), C(C)O (ethanol), O (water), C1(=CC=CC=C1)C (toluene). Reaction conditions: temperature 40 celsius, time 30 minute. The product is OCCCCCCOC1=CC=C(C=C1)C(C(=O)O)C ((4-(6-hydroxyhexyloxy) phenyl)propionic acid). As a reaction SMILES: [OH-:1].[Na+].CN(C)[CH:5]=[O:6].[OH:8][C:9]1[CH:14]=[CH:13][C:12]([CH2:15][CH2:16]C(OCC)=O)=[CH:11][CH:10]=1.C([O:25][CH:26]1[CH2:31][CH2:30][CH2:29][CH2:28][CH2:27]1)(=O)C>O.C(O)C.C1(C)C=CC=CC=1>[OH:25][CH2:26][CH2:27][CH2:28][CH2:29][CH2:30][CH2:31][O:8][C:9]1[CH:10]=[CH:11][C:12]([CH:15]([CH3:16])[C:5]([OH:6])=[O:1])=[CH:13][CH:14]=1 |f:0.1|. Procedure details: Sodium hydroxide (98 g) was added to a solution of dimethyl formamide (2,800 mL) of ethyl 3-(4-hydroxyphenyl)propionate (400 g) and stirred at 40° C. for 30 minutes. Formation of a salt could be observed visually, 6-acetoxycyclohexane (515 g) was added and stirred at 80° C. for 7 hours. The reaction mixture was poured into water (2,000 mL) and, toluene was further added and stirred. After separation, the toluene layer was washed with 6N hydrochloric acid, an aqueous saturated solution of sodium ... The reactants are C(=O)(OCC)[C@H](O)[C@@H](O)C(=O)OCC (diethyl L-(+)-tartrate), C1(=CC=CC=C1)C(C(=O)OCC)=O (ethyl phenyl-glyoxylate), [BH4-].[Na+] (sodium borohydride), C(C1=CC=CC=C1)(=O)O (benzoic acid). The solvent is C1CCOC1 (THF), C1CCOC1 (THF), C1CCOC1 (THF). Run at time 1 hour. The product is O[C@H](C(=O)OCC)C1=CC=CC=C1 (ethyl (S)-(+)-2-hydroxy-2-phenylacetate). Yield: 85.2%. Reaction SMILES: [BH4-].[Na+].C(O)(=O)C1C=CC=CC=1.C([C@@H]([C@H](C(OCC)=O)O)O)(OCC)=O.[C:26]1([C:32](=[O:38])[C:33]([O:35][CH2:36][CH3:37])=[O:34])[CH:31]=[CH:30][CH:29]=[CH:28][CH:27]=1>C1COCC1>[OH:38][C@@H:32]([C:26]1[CH:31]=[CH:30][CH:29]=[CH:28][CH:27]=1)[C:33]([O:35][CH2:36][CH3:37])=[O:34] |f:0.1|. Procedure details: A dispersion of 0.43 g (11.3 mmol) of sodium borohydride in THF (20 ml) was cooled in a cryostat at -20° C., 1.38 g (11.3 mmol) of benzoic acid was added with stirring, and the mixture was stirred for two to three minutes. A solution of diethyl L-(+)-tartrate in THF (10 ml) was then added, the mixture was stirred for five minutes, a solution of 5 g (2.8 mmol) of ethyl phenyl-glyoxylate in THF (2 ml) was further added over a period of one to two minutes, and stirring was continued for one hour. T...